The task is: describe an organic reaction: reactants, conditions, products, and yield. This data is from the Open Reaction Database (ORD), a public repository of structured organic reaction records. Starting materials: COc1ccc(COC(=O)C2CCCC2NC(=O)OC(C)(C)C)cc1, CO, O, Cc1ccc(S(=O)(=O)O)cc1. Product: COc1ccc(COC(=O)C2CCCC2N)cc1. Reaction SMILES: [C:1]([O:2][C:3](=[O:4])[NH:8][CH:9]1[CH:10]([C:14](=[O:15])[O:16][CH2:17][c:18]2[cH:19][cH:20][c:21]([O:24][CH3:25])[cH:22][cH:23]2)[CH2:11][CH2:12][CH2:13]1)([CH3:5])([CH3:6])[CH3:7].[CH3:38][OH:39].[OH2:26].[c:27]1([CH3:28])[cH:29][cH:30][c:31]([S:32]([OH:33])(=[O:34])=[O:35])[cH:36][cH:37]1>>[NH2:8][CH:9]1[CH:10]([C:14](=[O:15])[O:16][CH2:17][c:18]2[cH:19][cH:20][c:21]([O:24][CH3:25])[cH:22][cH:23]2)[CH2:11][CH2:12][CH2:13]1.